Dataset: the Open Reaction Database (ORD), a public repository of structured organic reaction records. Task: describe an organic reaction: reactants, conditions, products, and yield The reactants are CC(C)c1ncc(Br)s1, O=C(CNc1ncnc2ccc(C(F)(F)F)cc12)NC1CNC1, O=C1CCC2(CC1)OCCO2, CC(C)c1ncc(C2(O)CCC(=O)CC2)s1. Product: CC(C)c1ncc(C2(O)CCC(N3CC(NC(=O)CNc4ncnc5ccc(C(F)(F)F)cc45)C3)CC2)s1. Reaction SMILES: [Br:17][c:18]1[s:19][c:20]([CH:21]([CH3:22])[CH3:23])[n:24][cH:25]1.[NH:37]1[CH2:38][CH:39]([NH:41][C:42]([CH2:43][NH:44][c:45]2[n:46][cH:47][n:48][c:49]3[cH:50][cH:51][c:52]([C:55]([F:56])([F:57])[F:58])[cH:53][c:54]23)=[O:59])[CH2:40]1.[O:26]1[C:27]2([CH2:28][CH2:29][C:30](=[O:31])[CH2:32][CH2:33]2)[O:34][CH2:35][CH2:36]1.[OH:1][C:2]1([c:9]2[cH:10][n:11][c:12]([CH:14]([CH3:15])[CH3:16])[s:13]2)[CH2:3][CH2:4][C:5](=[O:8])[CH2:6][CH2:7]1>>[OH:1][C:2]1([c:9]2[cH:10][n:11][c:12]([CH:14]([CH3:15])[CH3:16])[s:13]2)[CH2:3][CH2:4][CH:5]([N:37]2[CH2:38][CH:39]([NH:41][C:42]([CH2:43][NH:44][c:45]3[n:46][cH:47][n:48][c:49]4[cH:50][cH:51][c:52]([C:55]([F:56])([F:57])[F:58])[cH:53][c:54]34)=[O:59])[CH2:40]2)[CH2:6][CH2:7]1. The reactants are N[C@H]([C@H](O)[C@@H]1N(C[C@H](C1)OC1=NC=CC=C1)C(C1=CC=CC=C1)C1=CC=CC=C1)CC1=CC(=CC(=C1)F)F ((1S,2S)-2-amino-1-((2R,4S)-1-benzhydryl-4-(pyridin-2-yloxy)pyrrolidin-2-yl)-3-(3,5-difluorophenyl)propan-1-ol), FC=1C=C(C[C@@H]2NC(O[C@@H]2[C@@H]2N(C[C@@H](C2)OC2=CC=CC=C2)C(C2=CC=CC=C2)C2=CC=CC=C2)=O)C=C(C1)F ((4S,5S)-4-(3,5-difluorobenzyl)-5-((2R,4R)-1-benzhydryl-4-phenoxypyrrolidin-2-yl)oxazolidin-2-one), C(C)(=O)N[C@]1(C(N(CC1)[C@H](C(=O)N[C@H]([C@H](O)[C@@H]1N(CCCC1)C(C1=CC=CC=C1)C1=CC=CC=C1)CC1=CC(=CC(=C1)F)F)CCC1=CC=CC=C1)=O)[C@H](C)CC ((S)-2-((S)-3-acetamido-3-((R)-sec-butyl)-2-oxopyrrolidin-1-yl)-N-((1S,2S)-1-((R)-1-benzhydrylpiperidin-2-yl)-3-(3,5-difluorophenyl)-1-hydroxypropan-2-yl)-4-phenylbutanamide), [Li+].[OH-] (LiOH), N[C@H]([C@H](O)[C@@H]1N(C[C@@H](C1)OC1=CC=CC=C1)C(C1=CC=CC=C1)C1=CC=CC=C1)CC1=CC(=CC(=C1)F)F ((1S,2S)-2-amino-1-((2R,4R)-1-benzhydryl-4-phenoxypyrrolidin-2-yl)-3-(3,5-difluorophenyl)propan-1-ol). Solvent: CCO (EtOH), O (H2O). Yields the product C(C)(=O)N[C@]1(C(N(CC1)[C@H](C(=O)N[C@H]([C@@H]([C@@H]1NC[C@@H](C1)OC1=CC=CC=C1)O)CC1=CC(=CC(=C1)F)F)CCC1=CC=CC=C1)=O)[C@H](C)CC ((S)-2-((S)-3-acetamido-3-((R)-sec-butyl)-2-oxopyrrolidin-1-yl)-N-((1R,2S)-3-(3,5-difluorophenyl)-1-hydroxy-1-((2R,4R)-4-phenoxypyrrolidin-2-yl)propan-2-yl)-4-phenylbutanamide). Reaction SMILES: N[C@@H](CC1C=C(F)C=C(F)C=1)[C@@H]([C@H]1C[C@H](OC2C=CC=CN=2)CN1C(C1C=CC=CC=1)C1C=CC=CC=1)O.[NH2:39][C@@H:40]([CH2:68][C:69]1[CH:74]=[C:73]([F:75])[CH:72]=[C:71]([F:76])[CH:70]=1)[C@@H:41]([C@H:43]1[CH2:47][C@@H:46]([O:48][C:49]2[CH:54]=[CH:53][CH:52]=[CH:51][CH:50]=2)[CH2:45][N:44]1C(C1C=CC=CC=1)C1C=CC=CC=1)[OH:42].FC1C=C(C=C(F)C=1)C[C@H]1[C@@H]([C@H]2C[C@@H](OC3C=CC=CC=3)CN2C(C2C=CC=CC=2)C2C=CC=CC=2)OC(=O)N1.[C:117]([NH:120][C@:121]1([C@@H:170]([CH2:172][CH3:173])[CH3:171])[CH2:125][CH2:124][N:123]([C@@H:126]([CH2:161][CH2:162][C:163]2[CH:168]=[CH:167][CH:166]=[CH:165][CH:164]=2)[C:127](N[C@@H](CC2C=C(F)C=C(F)C=2)[C@@H]([C@H]2CCCCN2C(C2C=CC=CC=2)C2C=CC=CC=2)O)=[O:128])[C:122]1=[O:169])(=[O:119])[CH3:118].[Li+].[OH-]>CCO.O>[C:117]([NH:120][C@:121]1([C@@H:170]([CH2:172][CH3:173])[CH3:171])[CH2:125][CH2:124][N:123]([C@@H:126]([CH2:161][CH2:162][C:163]2[CH:164]=[CH:165][CH:166]=[CH:167][CH:168]=2)[C:127]([NH:39][C@@H:40]([CH2:68][C:69]2[CH:74]=[C:73]([F:75])[CH:72]=[C:71]([F:76])[CH:70]=2)[C@H:41]([OH:42])[C@H:43]2[CH2:47][C@@H:46]([O:48][C:49]3[CH:50]=[CH:51][CH:52]=[CH:53][CH:54]=3)[CH2:45][NH:44]2)=[O:128])[C:122]1=[O:169])(=[O:119])[CH3:118] |f:4.5|. Procedure details: Step 11 (B): (1S,2S)-2-amino-1-((2R,4R)-1-benzhydryl-4-phenoxypyrrolidin-2-yl)-3-(3,5-difluorophenyl)propan-1-ol. To a solution of (4S,5S)-4-(3,5-difluorobenzyl)-5-((2R,4R)-1-benzhydryl-4-phenoxypyrrolidin-2-yl)oxazolidin-2-one (Step 11 (A), (34.7 mg, 0.064 mmol) in EtOH (3 mL) was added a solution of LiOH (31 mg, 1.28 mmol) in H2O (0.75 mL). This reaction mixture was stirred at reflux for 4 h. After cooling down to rt, the mixture was concentrated to remove EtOH and H2O was added followed by 1N... Starting materials: ClC1=NN2C(C3=CC=CN=C13)=NN=C2C2=NOC(=C2)C (5-chloro-3-(5-methylisoxazol-3-yl)-1,2,3a,4,6-pentaaza-cyclopenta[a]naphthalene), CN1N=CN=C1CO (2-methyl-1,2,4-triazole-3-methanol), C[Si](C)(C)[N-][Si](C)(C)C.[Li+] (Lithium bis(trimethylsilyl)amide), A-421210. The solvent is CN(C=O)C (N,N-dimethyl formamide). Conditions: temperature -78 celsius, time 2 hour. The product is CC1=CC(=NO1)C1=NN=C2N1N=C(C1=NC=CC=C21)OCC=2N(N=CN2)C (3-(5-Methylisoxazol-3-yl)-5-(2-methyl-1,2,4-triazol-3-ylmethyloxy)-1,2,3a,4,6-pentaaza-cyclopenta[a]naphthalene). Isolated yield 40.9%. Reaction SMILES: Cl[C:2]1[C:11]2[C:6](=[CH:7][CH:8]=[CH:9][N:10]=2)[C:5]2=[N:12][N:13]=[C:14]([C:15]3[CH:19]=[C:18]([CH3:20])[O:17][N:16]=3)[N:4]2[N:3]=1.[CH3:21][N:22]1[C:26]([CH2:27][OH:28])=[N:25][CH:24]=[N:23]1.C[Si]([N-][Si](C)(C)C)(C)C.[Li+]>CN(C)C=O>[CH3:20][C:18]1[O:17][N:16]=[C:15]([C:14]2[N:4]3[N:3]=[C:2]([O:28][CH2:27][C:26]4[N:22]([CH3:21])[N:23]=[CH:24][N:25]=4)[C:11]4[C:6]([C:5]3=[N:12][N:13]=2)=[CH:7][CH:8]=[CH:9][N:10]=4)[CH:19]=1 |f:2.3|. Procedure details: A solution of 5-chloro-3-(5-methylisoxazol-3-yl)-1,2,3a,4,6-pentaaza-cyclopenta[a]naphthalene (100 mg, 0.35 mmol) in N,N-dimethyl formamide (7 ml) was added to a solution of 2-methyl-1,2,4-triazole-3-methanol (43 mg, 0.38 mmol) (prepared using the conditions of Itoh and Okongi, EP-A-421210) under nitrogen, and the mixture cooled to −78° C. Lithium bis(trimethylsilyl)amide (0.42 ml, 1.0 M in tetrahydrofuran, 0.42 mmol) was added, and the reaction stirred at −78° C. for 2 h, then allowed to warm t...